This data is from the Open Reaction Database (ORD), a public repository of structured organic reaction records. The task is: describe an organic reaction: reactants, conditions, products, and yield Reactants: FC1=C(C(=C(C=2C(C3=CC=CC=C3C(C12)=O)=O)F)F)F (1,2,3,4-Tetrafluoroanthraquinone), C(C)C1=C(N)C(=CC=C1)CC (2,6-diethylaniline), C(C)C1=C(N)C(=CC=C1)CC (2,6-diethylaniline). Reaction conditions: time 8 hour. Product: C(C)C1=C(NC2=C(C=3C(C4=CC=CC=C4C(C3C(=C2NC2=C(C=CC=C2CC)CC)F)=O)=O)F)C(=CC=C1)CC (2,3-bis(2,6-diethylanilino)-1,4-difluoroanthraquinone). Isolated yield 74.6%. As a reaction SMILES: [F:1][C:2]1[C:15]2[C:14](=[O:16])[C:13]3[C:8](=[CH:9][CH:10]=[CH:11][CH:12]=3)[C:7](=[O:17])[C:6]=2[C:5]([F:18])=[C:4](F)[C:3]=1F.[CH2:21]([C:23]1[CH:29]=[CH:28][CH:27]=[C:26]([CH2:30][CH3:31])[C:24]=1[NH2:25])[CH3:22]>>[CH2:21]([C:23]1[CH:29]=[CH:28][CH:27]=[C:26]([CH2:30][CH3:31])[C:24]=1[NH:25][C:4]1[C:3]([NH:25][C:24]2[C:26]([CH2:30][CH3:31])=[CH:27][CH:28]=[CH:29][C:23]=2[CH2:21][CH3:22])=[C:2]([F:1])[C:15]2[C:14](=[O:16])[C:13]3[C:8](=[CH:9][CH:10]=[CH:11][CH:12]=3)[C:7](=[O:17])[C:6]=2[C:5]=1[F:18])[CH3:22]. Procedure: 2 g of 1,2,3,4-Tetrafluoroanthraquinone and 25 g of 2,6-diethylaniline were charged in a 50 cc, four necked flask and the reaction was carried out at 160° C. for about 8 hours. After completion of reaction, 2,6-diethylaniline was distilled out from the reaction solution and then a column purification using a column with a silica gel was effected to give rise to 2.87 g of 2,3-bis(2,6-diethylanilino)-1,4-difluoroanthraquinone (Dye 23') (yield 74.6 mol %). The physical properties of Dye 23' and ana... Product: Cc1cc(=O)n(-c2cc(C(=O)O)c(Cl)cc2F)c(=O)n1C(F)F. Reactants: ClCCl, Cc1cc(=O)n(-c2cc(C(=O)OC(C)C)c(Cl)cc2F)c(=O)n1C(F)F, O=S(=O)(O)O. RXN SMILES: [CH2:32]([Cl:33])[Cl:34].[Cl:1][c:2]1[c:3]([C:4](=[O:5])[O:6][CH:7]([CH3:8])[CH3:9])[cH:10][c:11](-[n:15]2[c:16](=[O:26])[n:17]([CH:23]([F:24])[F:25])[c:18]([CH3:22])[cH:19][c:20]2=[O:21])[c:12]([F:14])[cH:13]1.[S:27](=[O:28])(=[O:29])([OH:30])[OH:31]>>[Cl:1][c:2]1[c:3]([C:4](=[O:5])[OH:6])[cH:10][c:11](-[n:15]2[c:16](=[O:26])[n:17]([CH:23]([F:24])[F:25])[c:18]([CH3:22])[cH:19][c:20]2=[O:21])[c:12]([F:14])[cH:13]1. Starting materials: CC(=O)OC(C)=O, ClCCl, CS(=O)(=O)c1ccc(-c2cc(N)sc2-c2ccc(F)cc2)cc1. The product is CC(=O)Nc1cc(-c2ccc(S(C)(=O)=O)cc2)c(-c2ccc(F)cc2)s1. As a reaction SMILES: [CH3:24][C:25](=[O:26])[O:27][C:28](=[O:29])[CH3:30].[Cl:31][CH2:32][Cl:33].[F:1][c:2]1[cH:3][cH:4][c:5](-[c:8]2[c:9](-[c:14]3[cH:15][cH:16][c:17]([S:20](=[O:21])(=[O:22])[CH3:23])[cH:18][cH:19]3)[cH:10][c:11]([NH2:13])[s:12]2)[cH:6][cH:7]1>>[F:1][c:2]1[cH:3][cH:4][c:5](-[c:8]2[c:9](-[c:14]3[cH:15][cH:16][c:17]([S:20](=[O:21])(=[O:22])[CH3:23])[cH:18][cH:19]3)[cH:10][c:11]([NH:13][C:25]([CH3:24])=[O:26])[s:12]2)[cH:6][cH:7]1. Starting materials: Brc1cncc2cc3ccccc3cc12, ClCCl, O=C(OO)c1cccc(Cl)c1. The product is [O-][n+]1cc(Br)c2cc3ccccc3cc2c1. As a reaction SMILES: [Br:1][c:2]1[cH:3][n:4][cH:5][c:6]2[cH:7][c:8]3[c:9]([cH:10][c:11]12)[cH:12][cH:13][cH:14][cH:15]3.[Cl:27][CH2:28][Cl:29].[OH:16][O:17][C:18]([c:19]1[cH:20][c:21]([Cl:22])[cH:23][cH:24][cH:25]1)=[O:26]>>[Br:1][c:2]1[cH:3][n+:4]([O-:16])[cH:5][c:6]2[cH:7][c:8]3[c:9]([cH:10][c:11]12)[cH:12][cH:13][cH:14][cH:15]3. Reactants: O=C(NCCc1ccc(O)cc1)c1cccnc1, CI, CC(C)=O. The product is C[n+]1cccc(C(=O)NCCc2ccc(O)cc2)c1, [I-]. RXN SMILES: [C:1]([c:2]1[cH:3][n:4][cH:5][cH:6][cH:7]1)(=[O:8])[NH:9][CH2:10][CH2:11][c:12]1[cH:13][cH:14][c:15]([OH:18])[cH:16][cH:17]1.[CH3:19][I:20].[CH3:21][C:22](=[O:23])[CH3:24]>>[C:1]([c:2]1[cH:3][n+:4]([CH3:19])[cH:5][cH:6][cH:7]1)(=[O:8])[NH:9][CH2:10][CH2:11][c:12]1[cH:13][cH:14][c:15]([OH:18])[cH:16][cH:17]1.[I-:20]. Reaction SMILES: C(N(CC)C(C)C)(C)C.CC1(C)C2C=CC=C(P(C3C=CC=CC=3)C3C=CC=CC=3)C=2OC2C1=CC=CC=2P(C1C=CC=CC=1)C1C=CC=CC=1.Br[C:53]1[N:57]2[CH:58]=[C:59]([C:62]3[CH:71]=[CH:70][C:65]([C:66]([NH:68][CH3:69])=[O:67])=[C:64]([F:72])[CH:63]=3)[CH:60]=[N:61][C:56]2=[N:55][CH:54]=1.[N:73]1[C:82]2[C:77](=[CH:78][C:79]([SH:83])=[CH:80][CH:81]=2)[CH:76]=[CH:75][CH:74]=1>O1CCOCC1.C1C=CC(/C=C/C(/C=C/C2C=CC=CC=2)=O)=CC=1.C1C=CC(/C=C/C(/C=C/C2C=CC=CC=2)=O)=CC=1.C1C=CC(/C=C/C(/C=C/C2C=CC=CC=2)=O)=CC=1.[Pd].[Pd]>[F:72][C:64]1[CH:63]=[C:62]([C:59]2[CH:60]=[N:61][C:56]3[N:57]([C:53]([S:83][C:79]4[CH:78]=[C:77]5[C:82](=[CH:81][CH:80]=4)[N:73]=[CH:74][CH:75]=[CH:76]5)=[CH:54][N:55]=3)[CH:58]=2)[CH:71]=[CH:70][C:65]=1[C:66]([NH:68][CH3:69])=[O:67] |f:5.6.7.8.9|. The reagents and catalysts are C=1C=CC(=CC1)/C=C/C(=O)/C=C/C2=CC=CC=C2.C=1C=CC(=CC1)/C=C/C(=O)/C=C/C2=CC=CC=C2.C=1C=CC(=CC1)/C=C/C(=O)/C=C/C2=CC=CC=C2.[Pd].[Pd] (tris(dibenzylideneacetone)-dipalladium(0)). Run at temperature 100 celsius. Product: FC1=C(C(=O)NC)C=CC(=C1)C=1C=NC=2N(C1)C(=CN2)SC=2C=C1C=CC=NC1=CC2 (2-fluoro-N-methyl-4-[3-(quinolin-6-ylthio)imidazo[1,2-a]pyrimidin-6-yl]benzamide). Procedure details: N,N-Diisopropylethylamine (70 μL, 0.4 mmol), tris(dibenzylideneacetone)-dipalladium(0) (4.58 mg, 0.0050 mmol) and (9,9-dimethyl-9H-xanthene-4,5-diyl)bis(diphenylphosphine) (5.79 mg, 0.010 mmol) was added successively to a solution of 4-(3-bromoimidazo[1,2-a]pyrimidin-6-yl)-2-fluoro-N-methylbenzamide (69.8 mg, 0.2 mmol) and quinoline-6-thiol (32.2 mg, 0.2 mmol) in 1,4-dioxane (0.42 mL) in a microwave tube. The tube was sealed and degassed three times, and heated to 100° C. overnight. After coolin... Starting materials: C(C)(C)N(C(C)C)CC (N,N-Diisopropylethylamine), CC1(C2=CC=CC(=C2OC=2C(=CC=CC12)P(C1=CC=CC=C1)C1=CC=CC=C1)P(C1=CC=CC=C1)C1=CC=CC=C1)C ((9,9-dimethyl-9H-xanthene-4,5-diyl)bis(diphenylphosphine)), BrC1=CN=C2N1C=C(C=N2)C2=CC(=C(C(=O)NC)C=C2)F (4-(3-bromoimidazo[1,2-a]pyrimidin-6-yl)-2-fluoro-N-methylbenzamide), N1=CC=CC2=CC(=CC=C12)S (quinoline-6-thiol). The solvent is O1CCOCC1 (1,4-dioxane).